The task is: describe an organic reaction: reactants, conditions, products, and yield. This data is from the Open Reaction Database (ORD), a public repository of structured organic reaction records. Yields the product C(C)(C)(C)C1=CC=C(C=C1)N1C(C2=C(C=CC=C2C=N1)[N+](=O)[O-])=O (2-(4-tert-butyl-phenyl)-8-nitro-2H-phthalazin-1-one). Starting materials: COC(C1=C(C=CC=C1[N+](=O)[O-])C=O)=O (2-formyl-6-nitro-benzoic acid methyl ester), Cl.C(C)(C)(C)C1=CC=C(C=C1)NN (4-t-butylphenylhydrazine-HCl), CC(=O)O (AcOH), O1CCOCC1 (dioxane). Conditions: temperature 200 celsius. Reaction SMILES: CO[C:3](=[O:15])[C:4]1[C:9]([N+:10]([O-:12])=[O:11])=[CH:8][CH:7]=[CH:6][C:5]=1[CH:13]=O.Cl.[C:17]([C:21]1[CH:26]=[CH:25][C:24]([NH:27][NH2:28])=[CH:23][CH:22]=1)([CH3:20])([CH3:19])[CH3:18].CC(O)=O.O1CCOCC1>CCOC(C)=O.CCCCCC>[C:17]([C:21]1[CH:22]=[CH:23][C:24]([N:27]2[N:28]=[CH:13][C:5]3[C:4](=[C:9]([N+:10]([O-:12])=[O:11])[CH:8]=[CH:7][CH:6]=3)[C:3]2=[O:15])=[CH:25][CH:26]=1)([CH3:20])([CH3:18])[CH3:19] |f:1.2|. Solvent: CCOC(=O)C (EtOAc), CCCCCC (hexane). Procedure details: A solution of the aldehyde (Step C, 0.58 g, 3.3 mmol), 4-t-butylphenylhydrazine-HCl (0.66 g, 3.3 mmol), AcOH (1 mL), and dioxane (3 mL) in a sealed reaction vial was heated at 200° C. for 20 min in a microwave. Upon cooling, the residue was diluted with EtOAc (10 mL), then hexane (10 mL). The resulting precipitate was filtered to afford the desired compound as a tan solid. MS m/e 324 (M+H)+. Calc'd for C18H17N3O3-323.35. Reactants: C(=O)(O)C1=CC=2C(C3=CC=CC=C3C(C2C=C1)=O)=O (2-carboxyanthraquinone), C(C(=O)Cl)(=O)Cl (oxalyl chloride). Solvent: ClCCl (dichloromethane). Product: ClC(=O)C1=CC=2C(C3=CC=CC=C3C(C2C=C1)=O)=O (2-chlorocarbonylanthraquinone). As a reaction SMILES: [C:1]([C:4]1[CH:17]=[CH:16][C:15]2[C:14](=[O:18])[C:13]3[C:8](=[CH:9][CH:10]=[CH:11][CH:12]=3)[C:7](=[O:19])[C:6]=2[CH:5]=1)(O)=[O:2].C(Cl)(=O)C([Cl:23])=O>ClCCl>[Cl:23][C:1]([C:4]1[CH:17]=[CH:16][C:15]2[C:14](=[O:18])[C:13]3[C:8](=[CH:9][CH:10]=[CH:11][CH:12]=3)[C:7](=[O:19])[C:6]=2[CH:5]=1)=[O:2]. Procedure: The compound of Structure (I-C) was prepared as follows. 2-carboxyanthraquinone was reacted with oxalyl chloride in dichloromethane (catalyzed by dimethylformamide) to yield 2-chlorocarbonylanthraquinone, which was then reacted with 1-hexanol in tetrahydrofuran (in the presence of triethylamine) to yield 2-n-hexoxycarbonylanthraquinone, which was then treated in a manner similar to Preparation A to prepare the Structure (I-C) compound with a yield of 50%. Structure was confirmed by IR and NMR sp... Reactants: CC(=O)Cl, ClCCl, CC1(C)Oc2cc(NS(C)(=O)=O)ccc2N(c2ccc(F)c(N)c2)C1=O, c1ccncc1. The product is CC(=O)Nc1cc(N2C(=O)C(C)(C)Oc3cc(NS(C)(=O)=O)ccc32)ccc1F. Reaction SMILES: [CH3:33][C:34]([Cl:35])=[O:36].[Cl:37][CH2:38][Cl:39].[NH2:1][c:2]1[cH:3][c:4]([N:9]2[C:10](=[O:26])[C:11]([CH3:24])([CH3:25])[O:12][c:13]3[c:14]2[cH:15][cH:16][c:17]([NH:19][S:20](=[O:21])(=[O:22])[CH3:23])[cH:18]3)[cH:5][cH:6][c:7]1[F:8].[cH:27]1[cH:28][cH:29][n:30][cH:31][cH:32]1>>[NH:1]([c:2]1[cH:3][c:4]([N:9]2[C:10](=[O:26])[C:11]([CH3:24])([CH3:25])[O:12][c:13]3[c:14]2[cH:15][cH:16][c:17]([NH:19][S:20](=[O:21])(=[O:22])[CH3:23])[cH:18]3)[cH:5][cH:6][c:7]1[F:8])[C:34]([CH3:33])=[O:36]. Starting materials: CC1(C)OB(c2ccc(CBr)cc2)OC1(C)C, Oc1cc(C(F)(F)F)nc2c(C(F)(F)F)cccc12, [K+], [K+], O=C([O-])[O-], CN(C)C=O, O. Yields the product CC1(C)OB(c2ccc(COc3cc(C(F)(F)F)nc4c(C(F)(F)F)cccc34)cc2)OC1(C)C. Reaction SMILES: [Br:20][CH2:21][c:22]1[cH:23][cH:24][c:25]([B:28]2[O:29][C:30]([CH3:35])([CH3:36])[C:31]([CH3:33])([CH3:34])[O:32]2)[cH:26][cH:27]1.[F:1][C:2]([c:3]1[n:4][c:5]2[c:6]([C:14]([F:15])([F:16])[F:17])[cH:7][cH:8][cH:9][c:10]2[c:11]([OH:13])[cH:12]1)([F:18])[F:19].[K+:37].[K+:38].[O-:39][C:40]([O-:41])=[O:42].[O:44]=[CH:45][N:46]([CH3:47])[CH3:48].[OH2:43]>>[F:1][C:2]([c:3]1[n:4][c:5]2[c:6]([C:14]([F:15])([F:16])[F:17])[cH:7][cH:8][cH:9][c:10]2[c:11]([O:13][CH2:21][c:22]2[cH:23][cH:24][c:25]([B:28]3[O:29][C:30]([CH3:35])([CH3:36])[C:31]([CH3:33])([CH3:34])[O:32]3)[cH:26][cH:27]2)[cH:12]1)([F:18])[F:19]. Starting materials: C1COCCN1 (effective_coupling_partner), CC(C)(C)OCOc1ccccc1 (substrate). Reagents/catalysts: IPr. Conditions: temperature 120 celsius, time 12 hour. The product is c2ccc(N1CCOCC1)cc2. Run at temperature 80 celsius, time 1.5 hour. Run in CO.C1CCOC1 (MeOH THF). The reactants are C(C1=CC=CC=C1)OC[C@H]1CC[C@H](N1C(CC1=CC(=C(C=C1)NC(=O)NC1=C(C=CC=C1)Br)OC)=O)COC1=CC=C(C(=O)OC)C=C1 (methyl 4-[5-(R)-benzyloxymethyl-1-[4-[N′-(2-bromophenyl)ureido]-3-methoxyphenylacetyl]-2-(S)-pyrrolidinylmethoxy]benzoate), [OH-].[Na+] (NaOH), 128, Cl (HCl). Yields the product C(C1=CC=CC=C1)OC[C@H]1CC[C@H](N1C(CC1=CC(=C(C=C1)NC(=O)NC1=C(C=CC=C1)Br)OC)=O)COC1=CC=C(C(=O)O)C=C1 (4-[5-(R)-benzyloxymethyl-1-[4-[N′-(2-bromophenyl)ureido]-3-methoxyphenylacetyl]-2-(S)-pyrrolidinylmethoxy]benzoic acid). As a reaction SMILES: [CH2:1]([O:8][CH2:9][C@@H:10]1[N:14]([C:15](=[O:36])[CH2:16][C:17]2[CH:22]=[CH:21][C:20]([NH:23][C:24]([NH:26][C:27]3[CH:32]=[CH:31][CH:30]=[CH:29][C:28]=3[Br:33])=[O:25])=[C:19]([O:34][CH3:35])[CH:18]=2)[C@H:13]([CH2:37][O:38][C:39]2[CH:48]=[CH:47][C:42]([C:43]([O:45]C)=[O:44])=[CH:41][CH:40]=2)[CH2:12][CH2:11]1)[C:2]1[CH:7]=[CH:6][CH:5]=[CH:4][CH:3]=1.[OH-].[Na+].Cl>CO.C1COCC1>[CH2:1]([O:8][CH2:9][C@@H:10]1[N:14]([C:15](=[O:36])[CH2:16][C:17]2[CH:22]=[CH:21][C:20]([NH:23][C:24]([NH:26][C:27]3[CH:32]=[CH:31][CH:30]=[CH:29][C:28]=3[Br:33])=[O:25])=[C:19]([O:34][CH3:35])[CH:18]=2)[C@H:13]([CH2:37][O:38][C:39]2[CH:40]=[CH:41][C:42]([C:43]([OH:45])=[O:44])=[CH:47][CH:48]=2)[CH2:12][CH2:11]1)[C:2]1[CH:7]=[CH:6][CH:5]=[CH:4][CH:3]=1 |f:1.2,4.5|. Procedure details: To a stirred solution of methyl 4-[5-(R)-benzyloxymethyl-1-[4-[N′-(2-bromophenyl)ureido]-3-methoxyphenylacetyl]-2-(S)-pyrrolidinylmethoxy]benzoate (178 mg, 0.25 mmol) in MeOH-THF (2:5, 7 ml) was added 1.0M-NaOH (750 ml, 0.75 mmol) at rt, and the resulting mixture was heated at 80° C. with stirring for 1.5 h. The reaction mixture was poured into 1N-HCl, then extracted with CHCl3. The organic layer was washed with brine, drying over anhydrous Na2SO4, then concentrated in vacuo. The residue was chr... Yields the product N1C=CC2=CC(=CC=C12)N1CCC(C2=CC=CC=C12)NC ([1-(1H-indol-5-yl)-1,2,3,4-tetrahydro-quinolin-4-yl]-methyl-amine). Reaction conditions: temperature 0 celsius. Reported procedure: [1-(1H-Indol-5-yl)-1,2,3,4-tetrahydro-quinolin-4-yl]-carbamic acid tert-butyl ester (1.2 g, 4.3 mmol) was dissolved in 30 mL THF and the mixture was cooled to 0° C. Lithium aluminum hydride (0.70 g, 4.6 mmol) suspended in 5 mL THF was added, and the mixture was warmed to room temperature with stirring, and then heated to reflux for three hours. The mixture was cooled room temperature, diluted with THF (25 mL), and then cooled to 0° C. Hydrous sodium sulfate (36 g) was slowly added with stirring,... Run in C1CCOC1 (THF), C1CCOC1 (THF), C1CCOC1 (THF). The yield is 5.4%. RXN SMILES: C(O[C:6](=O)[NH:7][CH:8]1[C:17]2[C:12](=[CH:13][CH:14]=[CH:15][CH:16]=2)[N:11]([C:18]2[CH:19]=[C:20]3[C:24](=[CH:25][CH:26]=2)[NH:23][CH:22]=[CH:21]3)[CH2:10][CH2:9]1)(C)(C)C.[H-].[Al+3].[Li+].[H-].[H-].[H-].S([O-])([O-])(=O)=O.[Na+].[Na+]>C1COCC1>[NH:23]1[C:24]2[C:20](=[CH:19][C:18]([N:11]3[C:12]4[C:17](=[CH:16][CH:15]=[CH:14][CH:13]=4)[CH:8]([NH:7][CH3:6])[CH2:9][CH2:10]3)=[CH:26][CH:25]=2)[CH:21]=[CH:22]1 |f:1.2.3.4.5.6,7.8.9|. The reactants are S(=O)(=O)([O-])[O-].[Na+].[Na+] (sodium sulfate), [H-].[Al+3].[Li+].[H-].[H-].[H-] (Lithium aluminum hydride), C(C)(C)(C)OC(NC1CCN(C2=CC=CC=C12)C=1C=C2C=CNC2=CC1)=O ([1-(1H-Indol-5-yl)-1,2,3,4-tetrahydro-quinolin-4-yl]-carbamic acid tert-butyl ester). Reactants: CCCCNC(=O)COc1ccc(C(=O)NCC(CC(NC(=O)OC(C)(C)C)C(O)CC(C(=O)NCCCC)C(C)C)C(C)C)c(OCCCCOC)c1, Cl, C1COCCO1. Yields the product Cl, CCCCNC(=O)COc1ccc(C(=O)NCC(CC(N)C(O)CC(C(=O)NCCCC)C(C)C)C(C)C)c(OCCCCOC)c1. As a reaction SMILES: [C:1]([O:2][C:3](=[O:4])[NH:8][CH:9]([CH2:10][CH:11]([CH2:12][NH:13][C:14]([c:15]1[c:16]([O:30][CH2:31][CH2:32][CH2:33][CH2:34][O:35][CH3:36])[cH:17][c:18]([O:21][CH2:22][C:23]([NH:24][CH2:25][CH2:26][CH2:27][CH3:28])=[O:29])[cH:19][cH:20]1)=[O:37])[CH:38]([CH3:39])[CH3:40])[CH:41]([CH2:42][CH:43]([CH:44]([CH3:45])[CH3:46])[C:47]([NH:48][CH2:49][CH2:50][CH2:51][CH3:52])=[O:53])[OH:54])([CH3:5])([CH3:6])[CH3:7].[ClH:55].[O:56]1[CH2:57][CH2:58][O:59][CH2:60][CH2:61]1>>[ClH:55].[NH2:8][CH:9]([CH2:10][CH:11]([CH2:12][NH:13][C:14]([c:15]1[c:16]([O:30][CH2:31][CH2:32][CH2:33][CH2:34][O:35][CH3:36])[cH:17][c:18]([O:21][CH2:22][C:23]([NH:24][CH2:25][CH2:26][CH2:27][CH3:28])=[O:29])[cH:19][cH:20]1)=[O:37])[CH:38]([CH3:39])[CH3:40])[CH:41]([CH2:42][CH:43]([CH:44]([CH3:45])[CH3:46])[C:47]([NH:48][CH2:49][CH2:50][CH2:51][CH3:52])=[O:53])[OH:54]. The reactants are COC(=O)CC(C)=O, Cc1ccccc1N. The product is COC(=O)C=C(C)Nc1ccccc1C. RXN SMILES: [C:9]([CH2:10][C:11](=[O:12])[CH3:13])(=[O:14])[O:15][CH3:16].[NH2:1][c:2]1[c:3]([CH3:8])[cH:4][cH:5][cH:6][cH:7]1>>[NH:1]([c:2]1[c:3]([CH3:8])[cH:4][cH:5][cH:6][cH:7]1)[C:11](=[CH:10][C:9](=[O:14])[O:15][CH3:16])[CH3:13]. Reactants: Br, CC(=O)O, COc1cccc(C2C3CCC2CNC3)c1, CCOC(C)=O, Cl, [Na+], [OH-]. The product is Oc1cccc(C2C3CCC2CNC3)c1. Reaction SMILES: [BrH:17].[C:27]([OH:28])(=[O:29])[CH3:30].[CH3:1][O:2][c:3]1[cH:4][c:5]([CH:9]2[CH:10]3[CH2:11][NH:12][CH2:13][CH:14]2[CH2:15][CH2:16]3)[cH:6][cH:7][cH:8]1.[CH3:21][CH2:22][O:23][C:24]([CH3:25])=[O:26].[ClH:20].[Na+:19].[OH-:18]>>[OH:2][c:3]1[cH:4][c:5]([CH:9]2[CH:10]3[CH2:11][NH:12][CH2:13][CH:14]2[CH2:15][CH2:16]3)[cH:6][cH:7][cH:8]1.